This data is from the Open Reaction Database (ORD), a public repository of structured organic reaction records. The task is: describe an organic reaction: reactants, conditions, products, and yield Starting materials: CCOC(=O)c1c(-c2ccc(C(C)(C)C)cc2)c2cc([N+](=O)[O-])ccc2n1Cc1cccc(OC)c1, CCO, Cl, [Na+], [OH-], Cl[Sn]Cl. Product: CCOC(=O)c1c(-c2ccc(C(C)(C)C)cc2)c2cc(N)ccc2n1Cc1cccc(OC)c1. As a reaction SMILES: [C:4]([CH3:5])([CH3:6])([CH3:7])[c:8]1[cH:9][cH:10][c:11](-[c:14]2[c:15]([C:35](=[O:36])[O:37][CH2:38][CH3:39])[n:16]([CH2:26][c:27]3[cH:28][c:29]([O:33][CH3:34])[cH:30][cH:31][cH:32]3)[c:17]3[cH:18][cH:19][c:20]([N+:23]([O-:24])=[O:25])[cH:21][c:22]23)[cH:12][cH:13]1.[CH3:43][CH2:44][OH:45].[ClH:40].[Na+:42].[OH-:41].[Sn:1]([Cl:2])[Cl:3]>>[C:4]([CH3:5])([CH3:6])([CH3:7])[c:8]1[cH:9][cH:10][c:11](-[c:14]2[c:15]([C:35](=[O:36])[O:37][CH2:38][CH3:39])[n:16]([CH2:26][c:27]3[cH:28][c:29]([O:33][CH3:34])[cH:30][cH:31][cH:32]3)[c:17]3[cH:18][cH:19][c:20]([NH2:23])[cH:21][c:22]23)[cH:12][cH:13]1. The reactants are CC1(COC2(CCC(=O)CC2)OC1)C (1,4-cyclohexane dione mono-2,2-dimethyl trimethylene ketal), COC1=CC=C(C=C1)O (4-methoxy phenol), [Li] (lithium), N (ammonia). Solvent: C(C)O (ethanol). The product is COC1=CCC(CC1)O (4-methoxy-3-cyclohexene-1-ol). As a reaction SMILES: CC1(C)CO[C:5]2([CH2:11][CH2:10][C:8](=[O:9])[CH2:7][CH2:6]2)[O:4][CH2:3]1.COC1C=CC(O)=CC=1.[Li].N>C(O)C>[CH3:3][O:4][C:5]1[CH2:11][CH2:10][CH:8]([OH:9])[CH2:7][CH:6]=1 |^1:23|. Procedure details: Journal of Synthetic Communications 9(2), 123–127 (1979) disclosed a process for the preparation of 1,4-cyclohexane dione mono-2,2-dimethyl trimethylene ketal using Birch reduction of 4-methoxy phenol with lithium and ammonia in presence of ethanol to yield 4-methoxy-3-cyclohexene-1-ol, which is further reacted with neopentyl glycol using PTSA in benzene medium gave 2,3-dimethyl-1,3-dipropylene ketal of 4-hydroxycyclohexanone. Oxidation of the resulting ketal with pyridinium chlorochromate yield... The reactants are CN(C)CCCl, CN(C)C=O, S=C1CN=C(c2ccccc2Cl)c2cc(Cl)ccc2N1, [H-], [Na+], O. Yields the product CN(C)CCSC1=Nc2ccc(Cl)cc2C(c2ccccc2Cl)=NC1. Reaction SMILES: [CH3:23][N:24]([CH3:25])[CH2:26][CH2:27][Cl:28].[CH3:30][N:31]([CH3:32])[CH:33]=[O:34].[Cl:1][c:2]1[c:3]([C:8]2=[N:9][CH2:10][C:11](=[S:20])[NH:12][c:13]3[c:14]2[cH:15][c:16]([Cl:19])[cH:17][cH:18]3)[cH:4][cH:5][cH:6][cH:7]1.[H-:21].[Na+:22].[OH2:29]>>[Cl:1][c:2]1[c:3]([C:8]2=[N:9][CH2:10][C:11]([S:20][CH2:27][CH2:26][N:24]([CH3:23])[CH3:25])=[N:12][c:13]3[c:14]2[cH:15][c:16]([Cl:19])[cH:17][cH:18]3)[cH:4][cH:5][cH:6][cH:7]1. The reactants are CC(=O)NCC(NC(=O)OCc1ccccc1)C(=O)C(C#N)=P(c1ccccc1)(c1ccccc1)c1ccccc1, C1CCNCC1, ClCCl, O=[O+][O-]. Yields the product CC(=O)NCC(NC(=O)OCc1ccccc1)C(=O)C(=O)N1CCCCC1. As a reaction SMILES: [CH2:1]([c:2]1[cH:3][cH:4][cH:5][cH:6][cH:7]1)[O:8][C:9]([NH:10][CH:11]([C:12]([C:13]([C:14]#[N:15])=[P:16]([c:17]1[cH:18][cH:19][cH:20][cH:21][cH:22]1)([c:23]1[cH:24][cH:25][cH:26][cH:27][cH:28]1)[c:29]1[cH:30][cH:31][cH:32][cH:33][cH:34]1)=[O:35])[CH2:36][NH:37][C:38]([CH3:39])=[O:40])=[O:41].[CH2:45]1[CH2:46][CH2:47][NH:48][CH2:49][CH2:50]1.[Cl:51][CH2:52][Cl:53].[O-:42][O+:43]=[O:44]>>[CH2:1]([c:2]1[cH:3][cH:4][cH:5][cH:6][cH:7]1)[O:8][C:9]([NH:10][CH:11]([C:12]([C:13](=[O:42])[N:48]1[CH2:47][CH2:46][CH2:45][CH2:50][CH2:49]1)=[O:35])[CH2:36][NH:37][C:38]([CH3:39])=[O:40])=[O:41]. The reactants are BrC1=CC2=CC=C(C=C2C=C1)OCC1=CC=CC=C1 (2-bromo-6-benzyloxynaphthalene), C(C)(C)(C)OC(=O)N1CCC(CC1)=O (1-tert-butyloxycarbonyl-4-piperidone). Yields the product C(C)(C)(C)OC(=O)N1CCC(CC1)(C1=CC2=CC=C(C=C2C=C1)OCC1=CC=CC=C1)O (1-tert-butyloxycarbonyl-4-hydroxy-4-(6-benzyloxynaphth-2-yl)piperidine). The yield is 33.5%. As a reaction SMILES: Br[C:2]1[CH:11]=[CH:10][C:9]2[C:4](=[CH:5][CH:6]=[C:7]([O:12][CH2:13][C:14]3[CH:19]=[CH:18][CH:17]=[CH:16][CH:15]=3)[CH:8]=2)[CH:3]=1.[C:20]([O:24][C:25]([N:27]1[CH2:32][CH2:31][C:30](=[O:33])[CH2:29][CH2:28]1)=[O:26])([CH3:23])([CH3:22])[CH3:21]>>[C:20]([O:24][C:25]([N:27]1[CH2:32][CH2:31][C:30]([OH:33])([C:2]2[CH:11]=[CH:10][C:9]3[C:4](=[CH:5][CH:6]=[C:7]([O:12][CH2:13][C:14]4[CH:19]=[CH:18][CH:17]=[CH:16][CH:15]=4)[CH:8]=3)[CH:3]=2)[CH2:29][CH2:28]1)=[O:26])([CH3:23])([CH3:21])[CH3:22]. Procedure details: Beginning with 5.0 gm (15.9 mMol) 2-bromo-6-benzyloxynaphthalene and 3.34 gm (16.8 mMol) 1-tert-butyloxycarbonyl-4-piperidone, 2.31 gm (33%) of the title compound were recovered as a white solid by the procedure described in Preparation I. The reagents and catalysts are [Ru](=O)(=O)(=O)[O-].C(CC)[N+](CCC)(CCC)CCC (tetra-n-propyl ammoniumperruthenate). Procedure: A solution of 4-iodobenzyl alcohol (9 g, 38.29 mmol) in dichloromethane (90 mL) and acetonitrile (10 mL) was treated sequentially with 4 A molecular sieves powder (9 g), tetra-n-propyl ammoniumperruthenate (0.13 g) and N-methyl morpholine-N-oxide (9 g, 76.6 mmol). After stirring at ambient temperature for 2 h, the reaction mixture was diluted with hexane and subjected to flash column chromatography over-silica-gel-(230–400 mesh) using-6–1% ethyl acetate in hexane as the eluent to afford the titl... Run in CCCCCC (hexane), ClCCl (dichloromethane), C(C)#N (acetonitrile), CCCCCC (hexane). Yield: 28.1%. Reaction SMILES: [I:1][C:2]1[CH:9]=[CH:8][C:5]([CH2:6][OH:7])=[CH:4][CH:3]=1.C[N+]1([O-])CCOCC1.C(OCC)(=O)C>ClCCl.C(#N)C.CCCCCC.[Ru]([O-])(=O)(=O)=O.C([N+](CCC)(CCC)CCC)CC>[I:1][C:2]1[CH:9]=[CH:8][C:5]([CH:6]=[O:7])=[CH:4][CH:3]=1 |f:6.7|. Reaction conditions: time 2 hour. Starting materials: C(C)(=O)OCC (ethyl acetate), IC1=CC=C(CO)C=C1 (4-iodobenzyl alcohol), powder, C[N+]1(CCOCC1)[O-] (N-methyl morpholine-N-oxide). Product: IC1=CC=C(C=O)C=C1 (4-Iodo-benzaldehyde). The reactants are CCOC(=O)C1CC(OS(C)(=O)=O)CN1CC, [N-]=[N+]=[N-], [Na+], CN(C)C=O, O. Product: CCOC(=O)C1CC(N=[N+]=[N-])CN1CC. Reaction SMILES: [CH2:1]([CH3:2])[O:3][C:4]([CH:5]1[N:6]([CH2:15][CH3:16])[CH2:7][CH:8]([O:10][S:11]([CH3:12])(=[O:13])=[O:14])[CH2:9]1)=[O:17].[N-:19]=[N+:20]=[N-:21].[Na+:18].[O:22]=[CH:23][N:24]([CH3:25])[CH3:26].[OH2:27]>>[CH2:1]([CH3:2])[O:3][C:4]([CH:5]1[N:6]([CH2:15][CH3:16])[CH2:7][CH:8]([N:19]=[N+:20]=[N-:21])[CH2:9]1)=[O:17].